This data is from the Open Reaction Database (ORD), a public repository of structured organic reaction records. The task is: describe an organic reaction: reactants, conditions, products, and yield Starting materials: C1CCOC1, Fc1ccc(-c2ccc3nc(Cl)nc(Cl)c3n2)cc1, Cl, [Na+], [OH-]. Product: Oc1nc(Cl)nc2ccc(-c3ccc(F)cc3)nc12. Reaction SMILES: [CH2:23]1[O:24][CH2:25][CH2:26][CH2:27]1.[Cl:1][c:2]1[n:3][c:4]([Cl:19])[c:5]2[c:6]([n:7]1)[cH:8][cH:9][c:10](-[c:12]1[cH:13][cH:14][c:15]([F:18])[cH:16][cH:17]1)[n:11]2.[ClH:22].[Na+:21].[OH-:20]>>[Cl:1][c:2]1[n:3][c:4]([OH:20])[c:5]2[c:6]([n:7]1)[cH:8][cH:9][c:10](-[c:12]1[cH:13][cH:14][c:15]([F:18])[cH:16][cH:17]1)[n:11]2. Reactants: CC(CCCc1ccc(CCCCNC(=O)OCc2ccccc2)cc1)N1C(=O)c2ccccc2C1=O, CCO, NN. Product: CC(N)CCCc1ccc(CCCCNC(=O)OCc2ccccc2)cc1. RXN SMILES: [CH2:1]([c:2]1[cH:3][cH:4][cH:5][cH:6][cH:7]1)[O:8][C:9]([NH:10][CH2:11][CH2:12][CH2:13][CH2:14][c:15]1[cH:16][cH:17][c:18]([CH2:21][CH2:22][CH2:23][CH:24]([CH3:25])[N:26]2[C:27](=[O:28])[c:29]3[c:30]([cH:31][cH:32][cH:33][cH:34]3)[C:35]2=[O:36])[cH:19][cH:20]1)=[O:37].[CH3:40][CH2:41][OH:42].[NH2:38][NH2:39]>>[CH2:1]([c:2]1[cH:3][cH:4][cH:5][cH:6][cH:7]1)[O:8][C:9]([NH:10][CH2:11][CH2:12][CH2:13][CH2:14][c:15]1[cH:16][cH:17][c:18]([CH2:21][CH2:22][CH2:23][CH:24]([CH3:25])[NH2:26])[cH:19][cH:20]1)=[O:37]. Reactants: ClC1=C(C(=O)O)C(=C(C=C1[N+](=O)[O-])[N+](=O)[O-])NC1=CC=C(C=C1)OCC1=CC=CC=C1 (2-chloro-3,5-dinitro-6-[[4-(phenylmethoxy)phenyl]amino]benzoic acid), P(=O)(Cl)(Cl)Cl (phosphorus oxychloride), CN(C1=CC=CC=C1)C (N,N-dimethylaniline). Solvent: ClCCCl (1,2-dichloroethane). The product is ClC1=C(C=C(C=2NC3=CC=C(C=C3C(C12)=O)OCC1=CC=CC=C1)[N+](=O)[O-])[N+](=O)[O-] (1-Chloro-2,4-dinitro-7-(phenylmethoxy)-9(10H)-acridinone). As a reaction SMILES: [Cl:1][C:2]1[C:10]([N+:11]([O-:13])=[O:12])=[CH:9][C:8]([N+:14]([O-:16])=[O:15])=[C:7]([NH:17][C:18]2[CH:23]=[CH:22][C:21]([O:24][CH2:25][C:26]3[CH:31]=[CH:30][CH:29]=[CH:28][CH:27]=3)=[CH:20][CH:19]=2)[C:3]=1[C:4]([OH:6])=O.P(Cl)(Cl)(Cl)=O.CN(C)C1C=CC=CC=1>ClCCCl>[Cl:1][C:2]1[C:3]2[C:4](=[O:6])[C:23]3[C:18](=[CH:19][CH:20]=[C:21]([O:24][CH2:25][C:26]4[CH:31]=[CH:30][CH:29]=[CH:28][CH:27]=4)[CH:22]=3)[NH:17][C:7]=2[C:8]([N+:14]([O-:16])=[O:15])=[CH:9][C:10]=1[N+:11]([O-:13])=[O:12]. Reported procedure: A mixture of 9.7 g of 2-chloro-3,5-dinitro-6-[[4-(phenylmethoxy)phenyl]amino]benzoic acid, 200 ml of 1,2-dichloroethane, 20 ml of phosphorus oxychloride, and 1.0 ml of N,N-dimethylaniline was heated under reflux for 30 minutes. Upon cooling, a solid formed which was collected and washed with 1,2-dichloroethane providing the title compound, mp 217°-220° C. Starting materials: C1CCOC1, CC(C)(C)[O-], [Cl-], Cc1c(C=CCl)c(C(F)(F)F)nn1C, [K+], [NH4+]. The product is C#Cc1c(C(F)(F)F)nn(C)c1C. RXN SMILES: [CH2:23]1[O:24][CH2:25][CH2:26][CH2:27]1.[CH3:15][C:16]([CH3:17])([O-:18])[CH3:19].[Cl-:21].[Cl:1][CH:2]=[CH:3][c:4]1[c:5]([C:11]([F:12])([F:13])[F:14])[n:6][n:7]([CH3:10])[c:8]1[CH3:9].[K+:20].[NH4+:22]>>[CH:2]#[C:3][c:4]1[c:5]([C:11]([F:12])([F:13])[F:14])[n:6][n:7]([CH3:10])[c:8]1[CH3:9]. Reactants: oxide, ClC1=C(COC=2C(=NC=C(C2)Cl)NC(=S)NC2=CC=C(C=C2)Cl)C(=CC=C1)F (N-[3-(2-chloro-6-fluorobenzyloxy)-5-chloropyrid-2-yl]-N'-4-chlorophenylthiourea), N (ammonia). Yields the product ClC1=C(COC=2C(=NC=C(C2)Cl)NC(=N)NC2=CC=C(C=C2)Cl)C(=CC=C1)F (N-[3-(2-Chloro-6-fluorobenzyloxy)-5-chloropyrid-2-yl]-N'-(4chlorophenyl)guanidine). Reaction SMILES: [Cl:1][C:2]1[CH:27]=[CH:26][CH:25]=[C:24]([F:28])[C:3]=1[CH2:4][O:5][C:6]1[C:7]([NH:13][C:14]([NH:16][C:17]2[CH:22]=[CH:21][C:20]([Cl:23])=[CH:19][CH:18]=2)=S)=[N:8][CH:9]=[C:10]([Cl:12])[CH:11]=1.[NH3:29]>>[Cl:1][C:2]1[CH:27]=[CH:26][CH:25]=[C:24]([F:28])[C:3]=1[CH2:4][O:5][C:6]1[C:7]([NH:13][C:14]([NH:16][C:17]2[CH:22]=[CH:21][C:20]([Cl:23])=[CH:19][CH:18]=2)=[NH:29])=[N:8][CH:9]=[C:10]([Cl:12])[CH:11]=1. Reported procedure: A mixture of yellow men:uric oxide (0.36 g, 0.0017 mol), N-[3-(2-chloro-6-fluorobenzyloxy)-5-chloropyrid-2-yl]-N'-4-chlorophenylthiourea (0.64 g, 0.0014 mol)and methanolic ammonia solution (20 ml) was stirred for 1 day at room temperature. The solvent was removed in vacuo and the black residue was boiled with chloroform and filtered hot. Evaporation of the solvent followed by recrystallisation from ethanol gave the desired product. Yield 0.09 g (15%), m.p. 162°-163 ° C. Reactants: CC(=O)CBr, CN1CCN(c2nc3ccccc3o2)CC1, CN(C)C=O. Yields the product [Br-], CC(=O)C[N+]1(C)CCN(c2nc3ccccc3o2)CC1. RXN SMILES: [CH3:17][C:18](=[O:19])[CH2:20][Br:21].[CH3:1][N:2]1[CH2:3][CH2:4][N:5]([c:8]2[o:9][c:10]3[c:11]([n:12]2)[cH:13][cH:14][cH:15][cH:16]3)[CH2:6][CH2:7]1.[O:22]=[CH:23][N:24]([CH3:25])[CH3:26]>>[Br-:21].[CH3:1][N+:2]1([CH2:20][C:18]([CH3:17])=[O:19])[CH2:3][CH2:4][N:5]([c:8]2[o:9][c:10]3[c:11]([n:12]2)[cH:13][cH:14][cH:15][cH:16]3)[CH2:6][CH2:7]1.